From a dataset of the Open Reaction Database (ORD), a public repository of structured organic reaction records. describe an organic reaction: reactants, conditions, products, and yield Reactants: S(=O)(=O)(O)C1=CC=C(C)C=C1.C(C1=CC=CC=C1)OC(CN)=O (glycine benzyl ester tosylate), N-tert-butyloxycarbonylalanine N-hydroxysuccinimide ester, C(C)(C)(C)OC(=O)N[C@@H](C)C(=O)O (N-tert-butyloxycarbonylalanine), ON1C(CCC1=O)=O (N-hydroxysuccinimide), C1(CCCCC1)N=C=NC1CCCCC1 (dicyclohexylcarbodiimide). Solvent: C(C)#N (acetonitrile), C(C)N(CC)CC (triethylamine). Reaction conditions: temperature 0 celsius, time 1 hour. The product is C(C1=CC=CC=C1)OC(CNC([C@@H](NC(=O)OC(C)(C)C)C)=O)=O (N-tert-butyloxycarbonyl-L-alanyl-glycine benzyl ester). RXN SMILES: S(C1C=CC(C)=CC=1)(O)(=O)=O.[CH2:12]([O:19][C:20](=[O:23])[CH2:21][NH2:22])[C:13]1[CH:18]=[CH:17][CH:16]=[CH:15][CH:14]=1.[C:24]([O:28][C:29]([NH:31][C@H:32]([C:34](O)=[O:35])[CH3:33])=[O:30])([CH3:27])([CH3:26])[CH3:25].ON1C(=O)CCC1=O.C1(N=C=NC2CCCCC2)CCCCC1>C(#N)C.C(N(CC)CC)C>[CH2:12]([O:19][C:20](=[O:23])[CH2:21][NH:22][C:34](=[O:35])[C@H:32]([CH3:33])[NH:31][C:29]([O:28][C:24]([CH3:26])([CH3:25])[CH3:27])=[O:30])[C:13]1[CH:18]=[CH:17][CH:16]=[CH:15][CH:14]=1 |f:0.1|. Procedure details: To a solution of 12.9 g of glycine benzyl ester tosylate in 200 ml acetonitrile cooled to 0° C., was added dropwise triethylamine (5.3 ml), followed by addition of 12 g of N-tert-butyloxycarbonylalanine N-hydroxysuccinimide ester (prepared by reaction of N-tert-butyloxycarbonylalanine with N-hydroxysuccinimide in the presence of dicyclohexylcarbodiimide). The resulting solution was stirred at 0° C. for one hour and then at room temperature for 18 hours. At the end of reaction, the solvent was di... Reactants: CC1=CC(=NC=C1)N1CCNCC1 (1-(4-methylpyridin-2-yl)piperazine), CC=1C=C(C=CC1C)N1CCNCC1 (1-(3,4-dimethylphenyl)piperazine). The product is CC1=CC(=NC=C1)N1CCN(CC1)CC=1C=C2NCCNC2=CC1 (6-[4-(4-Methylpyridin-2-yl)piperazin-1-ylmethyl]-1,2,3,4-tetrahydroquinoxaline). Reaction SMILES: [CH3:1][C:2]1[CH:7]=[CH:6][N:5]=[C:4]([N:8]2[CH2:13][CH2:12][NH:11][CH2:10][CH2:9]2)[CH:3]=1.C[C:15]1[CH:16]=[C:17]([N:22]2CC[NH:25][CH2:24][CH2:23]2)[CH:18]=[CH:19][C:20]=1[CH3:21]>>[CH3:1][C:2]1[CH:7]=[CH:6][N:5]=[C:4]([N:8]2[CH2:13][CH2:12][N:11]([CH2:21][C:20]3[CH:19]=[C:18]4[C:17](=[CH:16][CH:15]=3)[NH:22][CH2:23][CH2:24][NH:25]4)[CH2:10][CH2:9]2)[CH:3]=1. Procedure details: Example 10 was prepared according to Example 2 except that in Step A 1-(4-methylpyridin-2-yl)piperazine is substituted for 1-(3,4-dimethylphenyl)piperazine; mp 179°-180° C. Starting materials: FC=1C=C(C=CC(=O)Cl)C=CC1 (3-fluorocinnamoyl chloride), C(C=C)N (allylamine). The solvent is C1(=CC=CC=C1)C (toluene), C1=CC=CC=C1 (benzene). Reaction conditions: time 3 day. The product is FC=1C=C(C=CC(=O)NCC=C)C=CC1 (3-fluoro-N-allylcinnamamide). RXN SMILES: [F:1][C:2]1[CH:3]=[C:4]([CH:10]=[CH:11][CH:12]=1)[CH:5]=[CH:6][C:7](Cl)=[O:8].[CH2:13]([NH2:16])[CH:14]=[CH2:15]>C1(C)C=CC=CC=1.C1C=CC=CC=1>[F:1][C:2]1[CH:3]=[C:4]([CH:10]=[CH:11][CH:12]=1)[CH:5]=[CH:6][C:7]([NH:16][CH2:13][CH:14]=[CH2:15])=[O:8]. Procedure: A solution of 3-fluorocinnamoyl chloride (3.7 g) in dry toluene (35 ml) was added with stirring to allylamine (8 ml) in dry benzene (100 ml). The reaction mixture was allowed to stand at room temperature for three days. After evaporation of the solvents under reduced pressure the residue was triturated with water containing a small amount of sodium carbonate and washed with water. Recrystallization from ethanol: water gave 3-fluoro-N-allylcinnamamide (3.3 g), m.p. 84.5-87° C. as fine white needl... Reactants: BrCC(=O)NC1=C(C=C(C=C1)C1(OCCO1)C1=CC=C(C=C1)Cl)C(C1=CC=CC=C1)=O (2-bromo-N-[2-benzoyl-4-[2-(4-chlorophenyl)-1,3-dioxolan-2-yl]phenyl]acetamide), [N-]=[N+]=[N-].[Na+] (sodium azide), ice water. Run in CO (methanol). Yields the product N(=[N+]=[N-])CC(=O)NC1=C(C=C(C=C1)C1(OCCO1)C1=CC=C(C=C1)Cl)C(C1=CC=CC=C1)=O (2-azido-N-[2-benzoyl-4-[2-(4-chlorophenyl)-1,3-dioxolan-2-yl]phenyl]acetamide). Reaction SMILES: Br[CH2:2][C:3]([NH:5][C:6]1[CH:11]=[CH:10][C:9]([C:12]2([C:17]3[CH:22]=[CH:21][C:20]([Cl:23])=[CH:19][CH:18]=3)[O:16][CH2:15][CH2:14][O:13]2)=[CH:8][C:7]=1[C:24](=[O:31])[C:25]1[CH:30]=[CH:29][CH:28]=[CH:27][CH:26]=1)=[O:4].[N-:32]=[N+:33]=[N-:34].[Na+]>CO>[N:32]([CH2:2][C:3]([NH:5][C:6]1[CH:11]=[CH:10][C:9]([C:12]2([C:17]3[CH:22]=[CH:21][C:20]([Cl:23])=[CH:19][CH:18]=3)[O:16][CH2:15][CH2:14][O:13]2)=[CH:8][C:7]=1[C:24](=[O:31])[C:25]1[CH:30]=[CH:29][CH:28]=[CH:27][CH:26]=1)=[O:4])=[N+:33]=[N-:34] |f:1.2|. Procedure: A mixture of intermediate (25) (0.105 mol) and sodium azide (6.84 g) in methanol (160 ml) was stirred and refluxed for 6 h. The mixture was cooled, poured into ice water and extracted with DCM. The organic layer was dried (MgSO4), filtered off and evaporated till dryness. The product was used without further purification, yielding 2-azido-N-[2-benzoyl-4-[2-(4-chlorophenyl)-1,3-dioxolan-2-yl]phenyl]acetamide (intermediate 26).